Task: describe an organic reaction: reactants, conditions, products, and yield. Dataset: the Open Reaction Database (ORD), a public repository of structured organic reaction records Starting materials: C[Si](C)(C)I (Trimethylsilyliodide), C(C)OC(=O)C=1N(C2=CC=C(C(=C2C1)Cl)OC)CC1=CC(=C(C=C1)Cl)Cl (ethyl-N-(3,4-dichlorobenzyl)-4-chloro-5-methoxyindole-2-carboxylate), CO (methanol). Run in C(Cl)(Cl)Cl (chloroform). The product is ClC=1C=C(CN2C(=CC3=C(C(=CC=C23)O)Cl)C(=O)OCC)C=CC1Cl (Ethyl N-(3,4-dichlorobenzyl)-4-chloro-5-hydroxyindole-2-carboxylate). The yield is 54.5%. As a reaction SMILES: C[Si](I)(C)C.[CH2:6]([O:8][C:9]([C:11]1[N:12]([CH2:23][C:24]2[CH:29]=[CH:28][C:27]([Cl:30])=[C:26]([Cl:31])[CH:25]=2)[C:13]2[C:18]([CH:19]=1)=[C:17]([Cl:20])[C:16]([O:21]C)=[CH:15][CH:14]=2)=[O:10])[CH3:7].CO>C(Cl)(Cl)Cl>[Cl:31][C:26]1[CH:25]=[C:24]([CH:29]=[CH:28][C:27]=1[Cl:30])[CH2:23][N:12]1[C:13]2[C:18](=[C:17]([Cl:20])[C:16]([OH:21])=[CH:15][CH:14]=2)[CH:19]=[C:11]1[C:9]([O:8][CH2:6][CH3:7])=[O:10]. Reported procedure: Trimethylsilyliodide (0.6 ml) was added to a solution of ethyl-N-(3,4-dichlorobenzyl)-4-chloro-5-methoxyindole-2-carboxylate (190 mg) in chloroform (20 ml). The mixture was heated to 50 C. for 18 hours then poured into methanol (50 ml) and concentrated under vacuo. The residue was purified by column chromatography using isohexane-20% ethyl acetate/isohexane as eluent to yield the product as a yellow solid (100 mg,71%) NMR: δ (CDCl3) 1.39 (t, 3H), 4.35 (q, 2H), 5.72 (s, 2H), 6.84 (dd, 1H), 7.05-7...